From a dataset of the Open Reaction Database (ORD), a public repository of structured organic reaction records. describe an organic reaction: reactants, conditions, products, and yield Reactants: C(C)(C)(C)OC(=O)C(C(=O)O)(C1=CC=CC=2CSCC21)N (α-(tert-Butoxycarbonyl)amino(1,3-dihydrobenzo[c]thien-4-yl)acetic acid), ClC1=CC(=CC=C1)C(=O)OO (m-chloroperbenzoic acid), ClC1=CC(=CC=C1)C(=O)OO (m-chloroperbenzoic acid). Solvent: C(Cl)(Cl)Cl (chloroform), C(Cl)(Cl)Cl (chloroform). Run at temperature 0 celsius, time 2.5 hour. Product: NC(C(=O)O)C1=CC=CC=2CSCC21 (Amino(1,3-dihydrobenzo[c]thien-4-yl)acetic acid), 2-oxide. RXN SMILES: C([O:5][C:6]([C:8]([NH2:21])([C:12]1[C:20]2[CH2:19][S:18][CH2:17][C:16]=2[CH:15]=[CH:14][CH:13]=1)C(O)=O)=[O:7])(C)(C)C.ClC1C=CC=C(C(OO)=O)C=1>C(Cl)(Cl)Cl>[NH2:21][CH:8]([C:12]1[C:20]2[CH2:19][S:18][CH2:17][C:16]=2[CH:15]=[CH:14][CH:13]=1)[C:6]([OH:7])=[O:5]. Procedure details: α-(tert-Butoxycarbonyl)amino(1,3-dihydrobenzo[c]thien-4-yl)acetic acid (0.05 m) is added to chloroform and the mixture cooled to about 0° C. Over a period of about 2.5 hours, 0.12 moles of m-chloroperbenzoic acid dissolved in chloroform is added to the mixture maintained at 0° C. When the addition of the m-chloroperbenzoic acid is complete, the temperature of the mixture is raised to about 20° to 25° C. from about 0° C. and stirred for about 18 hours, chilled to 0° C. to precipitate the m-chloro... Reactants: [N+](=O)([O-])[O-].[K+] (potassium nitrate), CC(C)OC1=CC2=C(CCCC(N2)=O)C=C1 (8-(propan-2-yloxy)-1,3,4,5-tetrahydro-2H-1-benzazepin-2-one), C(O)([O-])=O.[Na+] (sodium hydrogen carbonate). Run in FC(C(=O)OC(C(F)(F)F)=O)(F)F (trifluoroacetic anhydride). Run at temperature -5 celsius, time 5 minute. The product is [N+](=O)([O-])C=1C(=CC2=C(CCCC(N2)=O)C1)OC(C)C (7-nitro-8-(propan-2-yloxy)-1,3,4,5-tetrahydro-2H-1-benzazepin-2-one). Isolated yield 50.9%. RXN SMILES: [N+:1]([O-:4])([O-])=[O:2].[K+].[CH3:6][CH:7]([O:9][C:10]1[CH:21]=[CH:20][C:13]2[CH2:14][CH2:15][CH2:16][C:17](=[O:19])[NH:18][C:12]=2[CH:11]=1)[CH3:8].C(=O)([O-])O.[Na+]>FC(F)(F)C(OC(=O)C(F)(F)F)=O>[N+:1]([C:21]1[C:10]([O:9][CH:7]([CH3:8])[CH3:6])=[CH:11][C:12]2[NH:18][C:17](=[O:19])[CH2:16][CH2:15][CH2:14][C:13]=2[CH:20]=1)([O-:4])=[O:2] |f:0.1,3.4|. Procedure details: 460 mg of potassium nitrate are added to a solution of 797 mg of 8-(propan-2-yloxy)-1,3,4,5-tetrahydro-2H-1-benzazepin-2-one in 8 ml of trifluoroacetic anhydride, cooled to −5° C. The reaction medium is stirred for 5 minutes at −5° C., brought back to pH 7 by adding a saturated aqueous sodium hydrogen carbonate solution, and then extracted with 100 ml of ethyl acetate. The organic phase is dried over magnesium sulfate, filtered and evaporated. The residue is purified by flash chromatography on s... RXN SMILES: [CH3:31][CH2:32][OH:33].[CH:1]([CH2:2][CH2:3][CH2:4][CH2:5][CH2:6][CH2:7][CH2:8][CH3:9])=[O:10].[ClH:11].[ClH:12].[F:13][C:14]([c:15]1[cH:16][cH:17][c:18]([CH2:19][NH:20][C:21](=[NH:22])[NH:23][C:24](=[NH:25])[NH2:26])[cH:27][cH:28]1)([F:29])[F:30]>>[CH:1]1([CH2:2][CH2:3][CH2:4][CH2:5][CH2:6][CH2:7][CH2:8][CH3:9])[N:22]=[C:21]([NH:20][CH2:19][c:18]2[cH:17][cH:16][c:15]([C:14]([F:13])([F:29])[F:30])[cH:28][cH:27]2)[NH:23][C:24]([NH2:26])=[N:25]1.[ClH:11]. Product: CCCCCCCCC1N=C(N)NC(NCc2ccc(C(F)(F)F)cc2)=N1, Cl. The reactants are CCO, CCCCCCCCC=O, Cl, Cl, N=C(N)NC(=N)NCc1ccc(C(F)(F)F)cc1.